describe an organic reaction: reactants, conditions, products, and yield From a dataset of the Open Reaction Database (ORD), a public repository of structured organic reaction records. Product: C(C)OC(CCCOC1=CC(=C(C=C1)Br)C=O)=O (4-(4-bromo-3-formylphenoxy)butanoic acid ethyl ester). Conditions: time 5 hour. As a reaction SMILES: [Br:1][C:2]1[CH:9]=[CH:8][C:7]([OH:10])=[CH:6][C:3]=1[CH:4]=[O:5].Br[CH2:12][CH2:13][CH2:14][C:15]([O:17][CH2:18][CH3:19])=[O:16].C(=O)([O-])[O-].[K+].[K+].CS(C)=O>CCOCC>[CH2:18]([O:17][C:15](=[O:16])[CH2:14][CH2:13][CH2:12][O:10][C:7]1[CH:8]=[CH:9][C:2]([Br:1])=[C:3]([CH:4]=[O:5])[CH:6]=1)[CH3:19] |f:2.3.4|. Run in CCOCC (ether). Reactants: BrC1=C(C=O)C=C(C=C1)O (2-bromo-5-hydroxybenzaldehyde), BrCCCC(=O)OCC (ethyl 4-bromobutyrate), C([O-])([O-])=O.[K+].[K+] (potassium carbonate), CS(=O)C (dimethyl sulfoxide), ice water. Isolated yield 80.2%. Procedure: A mixture of 3.5 g (17.4 mmol) of 2-bromo-5-hydroxybenzaldehyde, 3.7 g (19 mmol) of ethyl 4-bromobutyrate, 5.5 g (40 mmol) of anhydrous, granular potassium carbonate, and 40 mL of dry dimethyl sulfoxide was stirred at room temperature for 5 hr and then kept at room temperature overnight. The resulting slurry was poured into ice-water and worked-up with ether in the usual manner giving an oil product which was flash-chromatographed on silica gel. Elution with 2:1 hexane-ether afforded 4.4 g (80.3... Product: COc1cc(C(=O)O)cc(C(F)(F)F)c1OCc1ccccc1. Reaction SMILES: [CH2:1]([c:2]1[cH:3][cH:4][cH:5][cH:6][cH:7]1)[O:8][c:9]1[c:10]([O:24][CH3:25])[cH:11][c:12]([C:13](=[O:14])[O:15][CH2:16][CH3:17])[cH:18][c:19]1[C:20]([F:21])([F:22])[F:23].[Li+:28].[O:29]1[CH2:30][CH2:31][CH2:32][CH2:33]1.[OH-:27].[OH2:26].[OH2:34]>>[CH2:1]([c:2]1[cH:3][cH:4][cH:5][cH:6][cH:7]1)[O:8][c:9]1[c:10]([O:24][CH3:25])[cH:11][c:12]([C:13](=[O:14])[OH:15])[cH:18][c:19]1[C:20]([F:21])([F:22])[F:23]. The reactants are CCOC(=O)c1cc(OC)c(OCc2ccccc2)c(C(F)(F)F)c1, [Li+], C1CCOC1, [OH-], O, O. Solvent: CS(=O)C (DMSO), CCOCC (ether). Procedure details: Methyl 3-O-benzyl-4-O-tosyl-2-deoxy-α-D-ribohexopyranoside (6.55 g, 15.50 mmoles) is dissolved in dry DMSO (50 ml). Sodium borohydride (2.35 g; 62.01 mmoles) is added and the reaction is stirred under nitrogen in a bath maintained at 80° C. for four days. The reaction is cooled to room temperature and diluted with ether and extracted with water. The aqueous extract is then extracted four times with ether. The combined ether extracts are dried (MgSO4), filtered, and the solvent evaporated in vacu... The product is C(C1=CC=CC=C1)O[C@H]1C[C@@H](OC)O[C@@H](C1)CO (methyl 3-O-benzyl-2,4-dideoxy-α-D-erythro-hexopyranoside). The yield is 81.3%. Run at temperature 80 celsius. The reactants are C(C1=CC=CC=C1)O[C@H]1C[C@@H](OC)O[C@@H]([C@H]1OS(=O)(=O)C1=CC=C(C)C=C1)CO (Methyl 3-O-benzyl-4-O-tosyl-2-deoxy-α-D-ribohexopyranoside), [BH4-].[Na+] (Sodium borohydride). As a reaction SMILES: [CH2:1]([O:8][C@@H:9]1[C@H:16](OS(C2C=CC(C)=CC=2)(=O)=O)[C@@H:15]([CH2:28][OH:29])[O:14][C@H:11]([O:12][CH3:13])[CH2:10]1)[C:2]1[CH:7]=[CH:6][CH:5]=[CH:4][CH:3]=1.[BH4-].[Na+]>CS(C)=O.CCOCC>[CH2:1]([O:8][C@@H:9]1[CH2:16][C@@H:15]([CH2:28][OH:29])[O:14][C@H:11]([O:12][CH3:13])[CH2:10]1)[C:2]1[CH:3]=[CH:4][CH:5]=[CH:6][CH:7]=1 |f:1.2|. The reactants are CC(=O)[O-], CO, Cc1cc(C#N)c(Cl)nc1C, Cl, NNC(N)=O, [Na+], O. Yields the product Cc1cc(C=O)c(Cl)nc1C. As a reaction SMILES: [CH3:19][C:20](=[O:21])[O-:22].[CH3:24][OH:25].[Cl:1][c:2]1[n:3][c:4]([CH3:11])[c:5]([CH3:10])[cH:6][c:7]1[C:8]#[N:9].[ClH:12].[NH2:13][NH:14][C:15](=[O:16])[NH2:17].[Na+:18].[OH2:23]>>[Cl:1][c:2]1[n:3][c:4]([CH3:11])[c:5]([CH3:10])[cH:6][c:7]1[CH:8]=[O:16]. Starting materials: O=c1[nH]c2cc(Br)c(F)cc2o1, O=C([O-])[O-], CS(C)=O, CI, [K+], [K+], O. The product is Cn1c(=O)oc2cc(F)c(Br)cc21. RXN SMILES: [Br:1][c:2]1[c:3]([F:12])[cH:4][c:5]2[c:6]([nH:7][c:8](=[O:10])[o:9]2)[cH:11]1.[C:19](=[O:20])([O-:21])[O-:22].[CH3:13][S:14]([CH3:15])=[O:16].[CH3:17][I:18].[K+:23].[K+:24].[OH2:25]>>[Br:1][c:2]1[c:3]([F:12])[cH:4][c:5]2[c:6]([n:7]([CH3:13])[c:8](=[O:10])[o:9]2)[cH:11]1.